Dataset: the Open Reaction Database (ORD), a public repository of structured organic reaction records. Task: describe an organic reaction: reactants, conditions, products, and yield Starting materials: ClCCl, Oc1ccnc2cc(C(F)(F)F)ccc12, O=P(Cl)(Cl)Cl. Product: FC(F)(F)c1ccc2c(Cl)ccnc2c1. As a reaction SMILES: [Cl:16][CH2:17][Cl:18].[OH:1][c:2]1[cH:3][cH:4][n:5][c:6]2[cH:7][c:8]([C:12]([F:13])([F:14])[F:15])[cH:9][cH:10][c:11]12.[P:19]([Cl:20])([Cl:21])([Cl:22])=[O:23]>>[c:2]1([Cl:16])[cH:3][cH:4][n:5][c:6]2[cH:7][c:8]([C:12]([F:13])([F:14])[F:15])[cH:9][cH:10][c:11]12. Product: CCCCc1nc(Cl)c(C(=O)OCCCCC(CO[N+](=O)[O-])O[N+](=O)[O-])n1Cc1ccc(-c2ccccc2-c2nnn[nH]2)cc1. Reaction SMILES: [CH2:1]([CH2:2][CH2:3][CH3:4])[c:5]1[n:6]([CH2:14][c:15]2[cH:16][cH:17][c:18](-[c:21]3[c:22](-[c:27]4[n:28][n:29][n:30][nH:31]4)[cH:23][cH:24][cH:25][cH:26]3)[cH:19][cH:20]2)[c:7]([C:11](=[O:12])[OH:13])[c:8]([Cl:10])[n:9]1.[CH2:48]([N:49]=[C:50]=[N:51][CH2:52][CH2:53][CH2:54][N:55]([CH3:56])[CH3:57])[CH3:58].[CH3:69][N:70]1[CH2:71][CH2:72][O:73][CH2:74][CH2:75]1.[Cl:76][CH2:77][Cl:78].[ClH:47].[N+:32](=[O:33])([O:34][CH2:35][CH:36]([CH2:37][CH2:38][CH2:39][CH2:40][OH:41])[O:42][N+:43](=[O:44])[O-:45])[O-:46].[OH:59][n:60]1[c:61]2[cH:62][cH:63][cH:64][cH:65][c:66]2[n:67][n:68]1>>[CH2:1]([CH2:2][CH2:3][CH3:4])[c:5]1[n:6]([CH2:14][c:15]2[cH:16][cH:17][c:18](-[c:21]3[c:22](-[c:27]4[n:28][n:29][n:30][nH:31]4)[cH:23][cH:24][cH:25][cH:26]3)[cH:19][cH:20]2)[c:7]([C:11](=[O:12])[O:13][CH2:40][CH2:39][CH2:38][CH2:37][CH:36]([CH2:35][O:34][N+:32](=[O:33])[O-:46])[O:42][N+:43](=[O:44])[O-:45])[c:8]([Cl:10])[n:9]1. The reactants are CCCCc1nc(Cl)c(C(=O)O)n1Cc1ccc(-c2ccccc2-c2nnn[nH]2)cc1, CCN=C=NCCCN(C)C, CN1CCOCC1, ClCCl, Cl, O=[N+]([O-])OCC(CCCCO)O[N+](=O)[O-], On1nnc2ccccc21.